From a dataset of the Open Reaction Database (ORD), a public repository of structured organic reaction records. describe an organic reaction: reactants, conditions, products, and yield Starting materials: C(=O)[O-].[Na+] (sodium formate), O (water), C(C)(=O)OCC=C(CCl)C (4-Acetoxy-2-methyl-1-chloro-2-butene), four. The reagents and catalysts are [Br-].C(CCC)[N+](CCCC)(CCCC)CCCC (tetra n-butylammonium bromide). Solvent: CN(C=O)C (dimethylformamide). Conditions: temperature 40 celsius, time 24 hour. The product is C(=O)OCC(=CCOC(C)=O)C (4-acetoxy-2-methyl-2-buten-1-ol formate). The yield is 95.0%. RXN SMILES: [C:1]([O:4][CH2:5][CH:6]=[C:7]([CH3:10])[CH2:8]Cl)(=[O:3])[CH3:2].[CH:11]([O-:13])=[O:12].[Na+].O>CN(C)C=O.[Br-].C([N+](CCCC)(CCCC)CCCC)CCC>[CH:11]([O:13][CH2:8][C:7]([CH3:10])=[CH:6][CH2:5][O:4][C:1](=[O:3])[CH3:2])=[O:12] |f:1.2,5.6|. Procedure: 4-Acetoxy-2-methyl-1-chloro-2-butene (8.13 g, 50 mmol) was dissolved in dimethylformamide (25 ml) and placed in a 100 ml four neck flask. To this were added sodium formate powder (6.80 g, 100 mmol, 2 equivalents) and tetra n-butylammonium bromide (0.81 g, 2.5mmol, 5 mol %). The mixture was stirred at 40° C. for 24 hours under heating. After completion of the reaction, the reaction mixture was poured into ice-cooled water (about 30 ml)and extracted with ether (50 ml) three times. The extracted et...